Dataset: the Open Reaction Database (ORD), a public repository of structured organic reaction records. Task: describe an organic reaction: reactants, conditions, products, and yield Reactants: ClCC1=CC=C(C(=O)Cl)C=C1 (p-chloromethylbenzoyl chloride), ClC1=C(C=CC(=C1)Cl)O (2,4-dichlorophenol), CN1CCCC1 (N-methylpyrrolidine). Run in C=1(C(=CC=CC1)C)C (xylene), C=1(C(=CC=CC1)C)C (xylene). Yields the product ClC1=C(C=CC(=C1)Cl)OC(C1=CC=C(C=C1)CCl)=O (4-Chloromethylbenzoicacid-(2,4-dichlorophenyl) ester). Reaction SMILES: [Cl:1][C:2]1[CH:7]=[C:6]([Cl:8])[CH:5]=[CH:4][C:3]=1[OH:9].[Cl:10][CH2:11][C:12]1[CH:20]=[CH:19][C:15]([C:16](Cl)=[O:17])=[CH:14][CH:13]=1.CN1CCCC1>C1(C)C(C)=CC=CC=1>[Cl:1][C:2]1[CH:7]=[C:6]([Cl:8])[CH:5]=[CH:4][C:3]=1[O:9][C:16](=[O:17])[C:15]1[CH:19]=[CH:20][C:12]([CH2:11][Cl:10])=[CH:13][CH:14]=1. Procedure details: 81.5 g (0.5 mole) of 2,4-dichlorophenol was dissolved in 100 ml of absolute xylene, mixed with a solution of 95 g (0.5 mole) of p-chloromethylbenzoyl chloride in 80 ml of xylene, and after the addition of 0.5 ml of N-methylpyrrolidine the mixture was refluxed for 6 to 7 hours in a weak current of nitrogen.